From a dataset of the Open Reaction Database (ORD), a public repository of structured organic reaction records. describe an organic reaction: reactants, conditions, products, and yield Reactants: COC1=CC=C(CN(C2=NC=C(C=N2)C=2C3=C(N=C(N2)N2CCOCC2)NCC3)CC3=CC=C(C=C3)OC)C=C1 (bis-(4-methoxy-benzyl)-[5-(2-morpholin-4-yl-6,7-dihydro-5H-pyrrolo[2,3-d]pyrimidin-4-yl)-pyrimidin-2-yl]-amine), CC1=C(C=C(C=C1)N1CCOCC1)N (2-methyl-5-morpholin-4-yl-phenylamine), CC1=C(C=CC=C1C(=O)N1CCN(CC1)C)NC(=O)N1CCC2=C1N=C(N=C2C=2C=NC(=NC2)N(CC2=CC=C(C=C2)OC)CC2=CC=C(C=C2)OC)N2CCOCC2 (4-{2-[bis-(4-methoxy-benzyl)-amino]-pyrimidin-5-yl}-2-morpholin-4-yl-5,6-dihydro-pyrrolo[2,3-d]pyrimidine-7-carboxylic acid [2-methyl-3-(4-methyl-piperazine-1-carbonyl)-phenyl]-amide), NC=1C(=C(C=CC1)C(=O)N1CCN(CC1)C)C ((3-amino-2-methyl-phenyl)-(4-methyl-piperazin-1-yl)-methanone), CN1CCNCC1 (1-methyl-piperazine), crude product. The product is CC1=C(C=CC=C1C(=O)N1CCN(CC1)C)NC(=O)N1CCC2=C1N=C(N=C2C=2C=NC(=NC2)N)N2CCOCC2 (4-(2-Amino-pyrimidin-5-yl)-2-morpholin-4-yl-5,6-dihydro-pyrrolo[2,3-d]pyrimidine-7-carboxylic acid [2-methyl-3-(4-methyl-piperazine-1-carbonyl)-phenyl]-amide). Isolated yield 29.0%. As a reaction SMILES: COC1C=CC(CN(CC2C=CC(OC)=CC=2)C2N=CC(C3C4CCNC=4N=C(N4CCOCC4)N=3)=CN=2)=CC=1.NC1C(C)=C(C(N2CCN(C)CC2)=O)C=CC=1.CN1CCNCC1.CC1C=CC(N2CCOCC2)=CC=1N.[CH3:79][C:80]1[C:85]([C:86]([N:88]2[CH2:93][CH2:92][N:91]([CH3:94])[CH2:90][CH2:89]2)=[O:87])=[CH:84][CH:83]=[CH:82][C:81]=1[NH:95][C:96]([N:98]1[C:102]2[N:103]=[C:104]([N:132]3[CH2:137][CH2:136][O:135][CH2:134][CH2:133]3)[N:105]=[C:106]([C:107]3[CH:108]=[N:109][C:110]([N:113](CC4C=CC(OC)=CC=4)CC4C=CC(OC)=CC=4)=[N:111][CH:112]=3)[C:101]=2[CH2:100][CH2:99]1)=[O:97]>>[CH3:79][C:80]1[C:85]([C:86]([N:88]2[CH2:93][CH2:92][N:91]([CH3:94])[CH2:90][CH2:89]2)=[O:87])=[CH:84][CH:83]=[CH:82][C:81]=1[NH:95][C:96]([N:98]1[C:102]2[N:103]=[C:104]([N:132]3[CH2:137][CH2:136][O:135][CH2:134][CH2:133]3)[N:105]=[C:106]([C:107]3[CH:108]=[N:109][C:110]([NH2:113])=[N:111][CH:112]=3)[C:101]=2[CH2:100][CH2:99]1)=[O:97]. Reported procedure: Using bis-(4-methoxy-benzyl)-[5-(2-morpholin-4-yl-6,7-dihydro-5H-pyrrolo[2,3-d]pyrimidin-4-yl)-pyrimidin-2-yl]-amine (150 mg), and (3-amino-2-methyl-phenyl)-(4-methyl-piperazin-1-yl)-methanone (71 mg) obtained using 1-methyl-piperazine instead of morpholine in the same manner as Step A and Step B in Example 1-D-243, instead of 2-methyl-5-morpholin-4-yl-phenylamine, in the same manner as Step C in Example 1-D-237, 4-{2-[bis-(4-methoxy-benzyl)-amino]-pyrimidin-5-yl}-2-morpholin-4-yl-5,6-dihydro-py... Starting materials: NC1=CC(=C(OC2=C3C(=NC=C2)C=C(S3)C3=CC=C(C=N3)CN(C(OC(C)(C)C)=O)CCOC)C=C1)F (tert-Butyl (6-(7-(4-amino-2-fluorophenoxy)thieno[3,2-b]pyridin-2-yl)pyridin-3-yl)methyl(2-methoxyethyl)carbamate), FC1=CC=C(C=C1)CC(=O)N=C=S (2-(4-fluorophenyl)acetyl isothiocyanate), C1(=CC=CC=C1)C.CCO (toluene EtOH). Solvent: C1(=CC=CC=C1)C (toluene), CCO (EtOH), CCOCC (Et2O). Run at time 45 minute. Product: Et2O-EtOAc-hexanes, FC1=C(OC2=C3C(=NC=C2)C=C(S3)C3=CC=C(C=N3)CN(C(OC(C)(C)C)=O)CCOC)C=CC(=C1)NC(=S)NC(CC1=CC=C(C=C1)F)=O (tert-Butyl (6-(7-(2-fluoro-4-(3-(2-(4-fluorophenyl)acetyl)thioureido)phenoxy)thieno[3,2-b]pyridin-2-yl)pyridin-3-yl)methyl(2-methoxyethyl)carbamate). The yield is 61.6%. As a reaction SMILES: [NH2:1][C:2]1[CH:36]=[CH:35][C:5]([O:6][C:7]2[CH:12]=[CH:11][N:10]=[C:9]3[CH:13]=[C:14]([C:16]4[N:21]=[CH:20][C:19]([CH2:22][N:23]([CH2:31][CH2:32][O:33][CH3:34])[C:24](=[O:30])[O:25][C:26]([CH3:29])([CH3:28])[CH3:27])=[CH:18][CH:17]=4)[S:15][C:8]=23)=[C:4]([F:37])[CH:3]=1.[F:38][C:39]1[CH:44]=[CH:43][C:42]([CH2:45][C:46]([N:48]=[C:49]=[S:50])=[O:47])=[CH:41][CH:40]=1.C1(C)C=CC=CC=1.CCO>C1(C)C=CC=CC=1.CCO.CCOCC>[F:37][C:4]1[CH:3]=[C:2]([NH:1][C:49]([NH:48][C:46](=[O:47])[CH2:45][C:42]2[CH:43]=[CH:44][C:39]([F:38])=[CH:40][CH:41]=2)=[S:50])[CH:36]=[CH:35][C:5]=1[O:6][C:7]1[CH:12]=[CH:11][N:10]=[C:9]2[CH:13]=[C:14]([C:16]3[N:21]=[CH:20][C:19]([CH2:22][N:23]([CH2:31][CH2:32][O:33][CH3:34])[C:24](=[O:30])[O:25][C:26]([CH3:29])([CH3:28])[CH3:27])=[CH:18][CH:17]=3)[S:15][C:8]=12 |f:2.3|. Procedure details: To a suspension of intermediate 13 (5.53 g, 10.55 mmol) in toluene (80 mL) and EtOH (80 mL) was added 2-(4-fluorophenyl)acetyl isothiocyanate (2) (3.09 g, 15.83 mmol) in a minimum of toluene-EtOH mixture (1:1). The reaction mixture was stirred at r.t. for 45 min then concentrated. The residue was purified by flash column chromatography (eluent EtOAc), followed by two triturations: first one in a mixture Et2O-EtOAc-hexanes and second one in Et2O, to afford intermediate 14 (4.68 g, 62% yield) as a... Starting materials: N([C@@H](CC1=CC=CC=C1)C(=O)NCCC(=O)OCC1=CC=CC=C1)C(=O)OC(C)(C)C (Boc-Phe-βAla-OBzl). The reagents and catalysts are [Pd] (Pd). Solvent: CO (MeOH). The product is N([C@@H](CC1=CC=CC=C1)C(=O)NCCC(=O)O)C(=O)OC(C)(C)C (Boc-Phe-βAla-OH). As a reaction SMILES: [NH:1]([C:25]([O:27][C:28]([CH3:31])([CH3:30])[CH3:29])=[O:26])[C@H:2]([C:10]([NH:12][CH2:13][CH2:14][C:15]([O:17]CC1C=CC=CC=1)=[O:16])=[O:11])[CH2:3][C:4]1[CH:9]=[CH:8][CH:7]=[CH:6][CH:5]=1>CO.[Pd]>[NH:1]([C:25]([O:27][C:28]([CH3:31])([CH3:30])[CH3:29])=[O:26])[C@H:2]([C:10]([NH:12][CH2:13][CH2:14][C:15]([OH:17])=[O:16])=[O:11])[CH2:3][C:4]1[CH:5]=[CH:6][CH:7]=[CH:8][CH:9]=1. Reported procedure: 3.0 g Boc-Phe-βAla-OBzl was reduced in 50 ml MeOH in the presence of Pd-black as a catalyst, and this was followed by concentration; the resulting residue was dissolved in 30 ml AcOEt, after which it was crystallized with 0.80 ml CHA and collected by filtration. Starting materials: C(C)(=O)C1=C(C=C2C(C(=CN(C2=C1)CC)C(=O)OCC)=O)F (ethyl 7-acetyl-1-ethyl-6-fluoro-1,4-dihydro-4-oxo-3-quinolinecarboxylate), Br(=O)(=O)[O-].[K+] (potassium bromate), ice water, Br (hydrobromic acid). The solvent is C(C)(=O)O (acetic acid). Conditions: time 24 hour. Yields the product BrCC(=O)C1=C(C=C2C(C(=CN(C2=C1)CC)C(=O)OCC)=O)F (ethyl 7-bromoacetyl-1-ethyl-6-fluoro-1,4-dihydro-4-oxo-3-quinolinecarboxylate). Isolated yield 271.2%. RXN SMILES: [C:1]([C:4]1[CH:13]=[C:12]2[C:7]([C:8](=[O:21])[C:9]([C:16]([O:18][CH2:19][CH3:20])=[O:17])=[CH:10][N:11]2[CH2:14][CH3:15])=[CH:6][C:5]=1[F:22])(=[O:3])[CH3:2].[Br:23]([O-])(=O)=O.[K+].Br>C(O)(=O)C>[Br:23][CH2:2][C:1]([C:4]1[CH:13]=[C:12]2[C:7]([C:8](=[O:21])[C:9]([C:16]([O:18][CH2:19][CH3:20])=[O:17])=[CH:10][N:11]2[CH2:14][CH3:15])=[CH:6][C:5]=1[F:22])=[O:3] |f:1.2|. Procedure: A solution of 2.45 g (8.0 mmol) ethyl 7-acetyl-1-ethyl-6-fluoro-1,4-dihydro-4-oxo-3-quinolinecarboxylate in 50 ml acetic acid was treated with 0.46 g potassium bromate, and then 3.8 ml 48% hydrobromic acid was added dropwise over one half hour. The mixture was stirred 24 hours at room temperature and poured into 200 ml ice water. The precipitate was filtered, washed with water and dried to afford 2.87 g ethyl 7-bromoacetyl-1-ethyl-6-fluoro-1,4-dihydro-4-oxo-3-quinolinecarboxylate. RXN SMILES: [Br:7][CH2:8][CH2:9][CH2:10][Cl:11].[CH3:12][C:13](=[O:14])[CH3:15].[CH3:1][CH:2]1[NH:3][CH2:4][CH2:5][CH2:6]1.[Na+:17].[OH-:16]>>[CH3:1][CH:2]1[N:3]([CH2:8][CH2:9][CH2:10][Cl:11])[CH2:4][CH2:5][CH2:6]1. The product is CC1CCCN1CCCCl. Starting materials: ClCCCBr, CC(C)=O, CC1CCCN1, [Na+], [OH-]. The reactants are NCCC1=CC=C(C=C1)S(=O)(=O)N (4-(2-aminoethyl)benzenesulfonamide), O=C1C=2N=CN(C2N=CN1)CCC(=O)OCC (3-(1.6-dihydro-6-oxo-9H-purin-9-yl)propionic acid, ethyl ester). Run in C(C)#N (acetonitrile), C(C)#N (acetonitrile). Yields the product O=C1C=2N=CN(C2N=CN1)CCC(=O)NCCC1=CC=C(C=C1)S(=O)(=O)N (3 -(1,6-dihydro-6-oxo-9H -purin-9-yl)-N-[2-(4-aminosulfonylphenyl)ethyl]propanamide). The yield is 68.0%. As a reaction SMILES: [NH2:1][CH2:2][CH2:3][C:4]1[CH:9]=[CH:8][C:7]([S:10]([NH2:13])(=[O:12])=[O:11])=[CH:6][CH:5]=1.[O:14]=[C:15]1[NH:23][CH:22]=[N:21][C:20]2[N:19]([CH2:24][CH2:25][C:26](OCC)=[O:27])[CH:18]=[N:17][C:16]1=2>C(#N)C>[O:14]=[C:15]1[NH:23][CH:22]=[N:21][C:20]2[N:19]([CH2:24][CH2:25][C:26]([NH:1][CH2:2][CH2:3][C:4]3[CH:5]=[CH:6][C:7]([S:10]([NH2:13])(=[O:11])=[O:12])=[CH:8][CH:9]=3)=[O:27])[CH:18]=[N:17][C:16]1=2. Reported procedure: 0.500 g (2.50 mmol) of 4-(2-aminoethyl)benzenesulfonamide was placed into a 10 ml round bottom flask. The flask was heated until the solid had melted. The temperature was adjusted to 150° C. and 250 mg (1.06 mmol) of 3-(1.6-dihydro-6-oxo-9H-purin-9-yl)propionic acid, ethyl ester (AIT-0027) was added and the mixture was heated for one hour with stirring. At this time, 10 ml acetonitrile was added and the solid material was broken up with the aid of a spatula while being stirred. Stirring was cont... Starting materials: CC(=O)NCCS, O=C1CC2CCCN12, CC#N, CCOC(C)=O, CCN(C(C)C)C(C)C, O=P(Cl)(Oc1ccccc1)Oc1ccccc1. RXN SMILES: [C:35]([NH:36][CH2:37][CH2:38][SH:39])(=[O:40])[CH3:41].[CH2:1]1[CH2:2][CH2:3][N:4]2[CH:5]1[CH2:6][C:7]2=[O:8].[CH3:42][C:43]#[N:44].[CH3:45][CH2:46][O:47][C:48](=[O:49])[CH3:50].[CH:26]([N:27]([CH:28]([CH3:29])[CH3:30])[CH2:31][CH3:32])([CH3:33])[CH3:34].[c:9]1([O:10][P:11]([Cl:12])([O:13][c:14]2[cH:15][cH:16][cH:17][cH:18][cH:19]2)=[O:20])[cH:21][cH:22][cH:23][cH:24][cH:25]1>>[CH2:1]1[CH:2]=[CH:3][N:4]2[CH:5]1[CH2:6][C:7]2=[O:8]. Yields the product O=C1CC2CC=CN12. The reactants are COC(=O)c1cc(OCc2ccccc2)cc(OC(C)CO[Si](C)(C)C(C)(C)C)c1, CO. Yields the product COC(=O)c1cc(O)cc(OC(C)CO[Si](C)(C)C(C)(C)C)c1. Reaction SMILES: [C:1]([CH3:2])([CH3:3])([CH3:4])[Si:5]([O:6][CH2:7][CH:8]([O:9][c:10]1[cH:11][c:12]([C:13](=[O:14])[O:15][CH3:16])[cH:17][c:18]([O:20][CH2:21][c:22]2[cH:23][cH:24][cH:25][cH:26][cH:27]2)[cH:19]1)[CH3:28])([CH3:29])[CH3:30].[CH3:31][OH:32]>>[C:1]([CH3:2])([CH3:3])([CH3:4])[Si:5]([O:6][CH2:7][CH:8]([O:9][c:10]1[cH:11][c:12]([C:13](=[O:14])[O:15][CH3:16])[cH:17][c:18]([OH:20])[cH:19]1)[CH3:28])([CH3:29])[CH3:30]. Reported procedure: The 4-(2,3,4-trimethoxybenzylthio)piperidine used as starting material, the fumarate of which melts at 154° C., was prepared by the hydrolysis, using potassium hydroxide and ethanol, of 4-(2,3,4-trimethoxybenzylthio)-1-ethoxycarbonylpiperidine (oil), which was itself prepared by the action of ClCOOC2H5 in benzene on 4-(2,3,4-trimethoxybenzylthio)-1-methylpiperidine (m.p. of the corresponding fumarate: 130° C.), which was itself prepared by the condensation of 2,3,4-trimethoxybenzyl chloride in e... Yields the product COC1=C(CSC2CCN(CC2)CC=CC2=CC=CC=C2)C=CC(=C1OC)OC (4-(2,3,4-trimethoxybenzylthio)-1-cinnamylpiperidine). Reactants: C(\C=C\C(=O)[O-])(=O)[O-] (fumarate), C(\C=C\C(=O)O)(=O)O.COC1=C(CSC2CCN(CC2)CC=CC2=CC=CC=C2)C=CC(=C1OC)OC (4-(2,3,4-trimethoxybenzylthio)-1-cinnamylpiperidine fumarate), COC1=C(CSC2CCN(CC2)C(=O)OCC)C=CC(=C1OC)OC (4-(2,3,4-trimethoxybenzylthio)-1-ethoxycarbonylpiperidine), COC1=C(CCl)C=CC(=C1OC)OC (2,3,4-trimethoxybenzyl chloride), [Na] (sodium), CN1CCC(CC1)S (1-methyl-4-mercaptopiperidine), [OH-].[K+] (potassium hydroxide), ClC(=O)OCC (ClCOOC2H5), C(\C=C\C(=O)[O-])(=O)[O-] (fumarate). Reaction SMILES: C(O)(=O)/C=C/C(O)=O.[CH3:9][O:10][C:11]1[C:33]([O:34][CH3:35])=[C:32]([O:36][CH3:37])[CH:31]=[CH:30][C:12]=1[CH2:13][S:14][CH:15]1[CH2:20][CH2:19][N:18]([CH2:21][CH:22]=[CH:23][C:24]2[CH:29]=[CH:28][CH:27]=[CH:26][CH:25]=2)[CH2:17][CH2:16]1.C([O-])(=O)/C=C/C([O-])=O.[OH-].[K+].COC1C(OC)=C(OC)C=CC=1CSC1CCN(C(OCC)=O)CC1.ClC(OCC)=O.COC1C(OC)=C(OC)C=CC=1CCl.[Na].CN1CCC(S)CC1>C1C=CC=CC=1.C(O)C>[CH3:9][O:10][C:11]1[C:33]([O:34][CH3:35])=[C:32]([O:36][CH3:37])[CH:31]=[CH:30][C:12]=1[CH2:13][S:14][CH:15]1[CH2:20][CH2:19][N:18]([CH2:21][CH:22]=[CH:23][C:24]2[CH:25]=[CH:26][CH:27]=[CH:28][CH:29]=2)[CH2:17][CH2:16]1 |f:0.1,3.4,^1:92|. Solvent: C(C)O (ethanol), C(C)O (ethanol), C1=CC=CC=C1 (benzene). The reactants are solution, FC=1C(=C(C=C(C1OCC1=CC=CC=C1)F)C(C)O)OCC1=CC=CC=C1 (1-(3,5-difluoro-2,4-dibenzyloxyphenyl)ethanol), [Cr](=O)(=O)([O-])Cl.[NH+]1=CC=CC=C1 (pyridinium chlorochromate). The solvent is C(Cl)Cl (CH2Cl2), C(Cl)Cl (CH2Cl2). Yields the product FC=1C(=C(C=C(C1OCC1=CC=CC=C1)F)C(C)=O)OCC1=CC=CC=C1 (3',5'-difluoro-2',4'-dibenzyloxyacetophenone). As a reaction SMILES: [F:1][C:2]1[C:3]([O:20][CH2:21][C:22]2[CH:27]=[CH:26][CH:25]=[CH:24][CH:23]=2)=[C:4]([CH:17]([OH:19])[CH3:18])[CH:5]=[C:6]([F:16])[C:7]=1[O:8][CH2:9][C:10]1[CH:15]=[CH:14][CH:13]=[CH:12][CH:11]=1.[Cr](Cl)([O-])(=O)=O.[NH+]1C=CC=CC=1>C(Cl)Cl>[F:1][C:2]1[C:3]([O:20][CH2:21][C:22]2[CH:27]=[CH:26][CH:25]=[CH:24][CH:23]=2)=[C:4]([C:17](=[O:19])[CH3:18])[CH:5]=[C:6]([F:16])[C:7]=1[O:8][CH2:9][C:10]1[CH:11]=[CH:12][CH:13]=[CH:14][CH:15]=1 |f:1.2|. Procedure details: A 1.0M solution of Compound 24 in CH2Cl2 is added to a suspension of pyridinium chlorochromate (4.0 eq) in CH2Cl2 at 20° C. with stirring. The reaction is stirred for 24 hours and filtered through a pad of diatomaceous earth. The filtrate is concentrated in vacuo and then purified by silica gel column chromatography (eluted with Hex/EtOAc) to yield Compound 25.